Task: describe an organic reaction: reactants, conditions, products, and yield. Dataset: the Open Reaction Database (ORD), a public repository of structured organic reaction records The reactants are C1(=CC=CC=C1)N1C(C(=C(C=C1)CCCCCC=1N=NNC1)OCC1=CC=CC=C1)=O (1-Phenyltriazolylpentyl-3-benzyloxypyridine-2-one), C1(=CC=CC=C1)N1C(C(=C(C=C1)CCCC=1N=NNC1)O)=O (1-Phenyltriazolylpropyl-3-hydroxypyridine-2-one). The solvent is C1CCOC1 (THF). Yields the product C1(=CC=CC=C1)N1C(C(=C(C=C1)CCCCCC=1N=NNC1)O)=O (1-Phenyltriazolylpentyl-3-hydroxypyridine-2-one). Yield: 69.4%. RXN SMILES: [C:1]1([N:7]2[CH:12]=[CH:11][C:10]([CH2:13][CH2:14][CH2:15][CH2:16][CH2:17][C:18]3[N:19]=[N:20][NH:21][CH:22]=3)=[C:9]([O:23]CC3C=CC=CC=3)[C:8]2=[O:31])[CH:6]=[CH:5][CH:4]=[CH:3][CH:2]=1.C1(N2C=CC(CCCC3N=NNC=3)=C(O)C2=O)C=CC=CC=1>C1COCC1>[C:1]1([N:7]2[CH:12]=[CH:11][C:10]([CH2:13][CH2:14][CH2:15][CH2:16][CH2:17][C:18]3[N:19]=[N:20][NH:21][CH:22]=3)=[C:9]([OH:23])[C:8]2=[O:31])[CH:2]=[CH:3][CH:4]=[CH:5][CH:6]=1. Procedure details: Reaction of 158d (0.085 g, 0.20 mmol) in anhydrous THF as described for synthesis of 159b gave 159d (0.045 g, 68%) of pure product. 1H NMR (400 MHz, DMSO) δ 8.56 (s, 1H), 7.82 (d, J=8.1 Hz, 2H), 7.43 (t, J=7.7 Hz, 2H), 7.32 (t, J=7.4 Hz, 1H), 7.10 (dd, J=6.8, 1.6 Hz, 1H), 6.65 (dd, J=7.2, 1.5 Hz, 1H), 6.05 (1, J=7.0 Hz, 1H), 4.38 (t, J=7.0 Hz, 2H), 3.89 (t, J=7.2 Hz, 2H), 1.89 (m, 2H), 1.67 (m, 2H), 1.25 (m, 2H). 13C NMR (100 MHz, CDCl3) δ 158.44, 147.67, 146.61, 130.51, 128.72, 128.01, 126.71, ... The reagents and catalysts are [I-].[Zn+2].[I-] (zinc iodide). Procedure: Reaction of 1-benzyl-1,2,5,6-tetrahydropyridine with diazomethane and zinc iodide, according to the method of Attia, Ind. J. Chem., 16B, 98 (1978) provides 3-benzyl-3-azabicyclo[4.1.0]heptane. Hydrogenolytic removal of the benzyl group gives 3-azabicyclo[4.1.0]heptane. As a reaction SMILES: [CH2:1]([N:8]1[CH2:13][CH2:12][CH:11]=[CH:10][CH2:9]1)[C:2]1[CH:7]=[CH:6][CH:5]=[CH:4][CH:3]=1.[N+](=[CH2:16])=[N-]>[I-].[Zn+2].[I-]>[CH2:1]([N:8]1[CH2:13][CH2:12][CH:11]2[CH:10]([CH2:16]2)[CH2:9]1)[C:2]1[CH:7]=[CH:6][CH:5]=[CH:4][CH:3]=1 |f:2.3.4|. The reactants are C(C1=CC=CC=C1)N1CC=CCC1 (1-benzyl-1,2,5,6-tetrahydropyridine), [N+](=[N-])=C (diazomethane). Yields the product 16B, C(C1=CC=CC=C1)N1CC2CC2CC1 (3-benzyl-3-azabicyclo[4.1.0]heptane).